This data is from the Open Reaction Database (ORD), a public repository of structured organic reaction records. The task is: describe an organic reaction: reactants, conditions, products, and yield Starting materials: [Li]C(C)(C)C, CC1(C)CCSc2ccc(Br)cc21, CCCCC, O=C=O, O. Product: CC1(C)CCSc2ccc(C(=O)O)cc21. Reaction SMILES: [C:14]([Li:15])([CH3:16])([CH3:17])[CH3:18].[CH3:1][C:2]1([CH3:13])[CH2:3][CH2:4][S:5][c:6]2[cH:7][cH:8][c:9]([Br:12])[cH:10][c:11]21.[CH3:23][CH2:24][CH2:25][CH2:26][CH3:27].[O:19]=[C:20]=[O:21].[OH2:22]>>[CH3:1][C:2]1([CH3:13])[CH2:3][CH2:4][S:5][c:6]2[cH:7][cH:8][c:9]([C:20](=[O:19])[OH:21])[cH:10][c:11]21. Reactants: N[C@@H]1C(N(C2=C(C(=N1)C1=CC=CC=C1)C=CC=C2)C)=O (3-(S)-amino-1,3-dihydro-1-methyl-5-phenyl-2H-1,4-benzodiazepin-2-one), COC=1C=C(C=CC1)N=C=O (3-methoxyphenylisocyanate). Run in O1CCCC1 (tetrahydrofuran). Reaction conditions: time 8 hour. Yields the product CN1C([C@H](N=C(C2=C1C=CC=C2)C2=CC=CC=C2)NC(=O)NC2=CC(=CC=C2)OC)=O ((S)-N-(2,3-Dihydro-1-methyl-2-oxo-5-phenyl-1H-1,4-benzodiazepin-3-yl)-N'-(3-methoxyphenyl)-urea). As a reaction SMILES: [NH2:1][C@H:2]1[N:8]=[C:7]([C:9]2[CH:14]=[CH:13][CH:12]=[CH:11][CH:10]=2)[C:6]2[CH:15]=[CH:16][CH:17]=[CH:18][C:5]=2[N:4]([CH3:19])[C:3]1=[O:20].[CH3:21][O:22][C:23]1[CH:24]=[C:25]([N:29]=[C:30]=[O:31])[CH:26]=[CH:27][CH:28]=1>O1CCCC1>[CH3:19][N:4]1[C:5]2[CH:18]=[CH:17][CH:16]=[CH:15][C:6]=2[C:7]([C:9]2[CH:14]=[CH:13][CH:12]=[CH:11][CH:10]=2)=[N:8][C@H:2]([NH:1][C:30]([NH:29][C:25]2[CH:26]=[CH:27][CH:28]=[C:23]([O:22][CH3:21])[CH:24]=2)=[O:31])[C:3]1=[O:20]. Procedure: Equimolar amounts of 3-(S)-amino-1,3-dihydro-1-methyl-5-phenyl-2H-1,4-benzodiazepin-2-one and 3-methoxyphenylisocyanate were mixed in 8 ml of dry tetrahydrofuran at room temperature. The reaction mixture was allowed to stand for 8 hours and was then filtered. The collected solids were washed with tetrahydrofuran and dried in vacuo over P2O5 to give the analytical product: m.p. 216°-219° C. Reactants: COc1ccc(-c2c(-c3ccccc3)oc3ncnc(NCCCCCCCS(=O)(=O)[O-])c23)cc1, CCOC(C)=O, N#C[K], CN(C)C=O. Yields the product COc1ccc(-c2c(-c3ccccc3)oc3ncnc(NCCCCCCC#N)c23)cc1. As a reaction SMILES: [CH3:1][O:2][c:3]1[cH:4][cH:5][c:6](-[c:9]2[c:10](-[c:30]3[cH:31][cH:32][cH:33][cH:34][cH:35]3)[o:11][c:12]3[n:13][cH:14][n:15][c:16]([NH:18][CH2:19][CH2:20][CH2:21][CH2:22][CH2:23][CH2:24][CH2:25][S:26]([O-:27])(=[O:28])=[O:29])[c:17]23)[cH:7][cH:8]1.[CH3:44][CH2:45][O:46][C:47](=[O:48])[CH3:49].[K:36][C:37]#[N:38].[O:39]=[CH:40][N:41]([CH3:42])[CH3:43]>>[CH3:1][O:2][c:3]1[cH:4][cH:5][c:6](-[c:9]2[c:10](-[c:30]3[cH:31][cH:32][cH:33][cH:34][cH:35]3)[o:11][c:12]3[n:13][cH:14][n:15][c:16]([NH:18][CH2:19][CH2:20][CH2:21][CH2:22][CH2:23][CH2:24][C:25]#[N:38])[c:17]23)[cH:7][cH:8]1. The yield is 9491.4%. Run at time 10 minute. Solvent: petroleum ether, C(C)OCC (diethyl ether), CO (methanol). Procedure details: A methanol (24 ml) slurry of the azlactone of N-acetyl-acetaminocinnamic acid (18.7 g, 0.10 mol) was treated with sodium methoxide (0.54 g. 0.01 mol) and the resulting dark solution was stirred for 10 minutes. The solution was then hydrogenated (200 psi hydrogen) over Raney nickel (5.87 g, 0.10 mol) in a sealed Parr autoclave at 50° C. for 2.5 hours. After cooling the reaction mixture was filtered through a Celite pad to remove the nickel, and concentrated in vacuo to afford a red oil which was ... Reagents/catalysts: [Ni] (Raney nickel). As a reaction SMILES: [C:1]([N:4]([C:8](=[CH:12][C:13]1[CH:18]=[CH:17][CH:16]=[CH:15][CH:14]=1)[C:9]([OH:11])=[O:10])C(C)=O)(=[O:3])[CH3:2].[CH3:19][O-].[Na+].[H][H].Cl>[Ni].C(OCC)C.CO>[CH3:19][O:11][C:9](=[O:10])[CH:8]([CH2:12][C:13]1[CH:18]=[CH:17][CH:16]=[CH:15][CH:14]=1)[NH:4][C:1](=[O:3])[CH3:2] |f:1.2|. Product: COC(C(NC(C)=O)CC1=CC=CC=C1)=O (N-acetyl-D,L-phenylalanine methyl ester). Starting materials: [H][H] (hydrogen), Cl (hydrochloric acid), azlactone, C(C)(=O)N(C(=O)C)C(C(=O)O)=CC1=CC=CC=C1 (N-acetyl-acetaminocinnamic acid), C[O-].[Na+] (sodium methoxide). Starting materials: C1(=CC=CC=C1)N1N=CC=C1NC(OC1=CC=CC=C1)=O (Phenyl (1-phenyl-1H-pyrazol-5-yl)carbamate), TEA, Cl.C1(=CC=CC=C1)[C@@H]1[C@H](C1)N1C(N2[C@@H](CNCC2)C1=O)=O ((8aS)-2-[(1S,2R)-2-Phenylcyclopropyl]tetrahydroimidazo[1,5-a]pyrazine-1,3(2H,5H)-dione HCl salt). Run in C(Cl)Cl (DCM), C(Cl)Cl (DCM). Run at time 6 hour. Product: O=C1N(C(N2[C@H]1CN(CC2)C(=O)NC2=CC=NN2C2=CC=CC=C2)=O)[C@@H]2[C@H](C2)C2=CC=CC=C2 ((8aS)-1,3-Dioxo-2-[(1S,2R)-2-phenylcyclopropyl]-N-(1-phenyl-1H-pyrazol-5-yl)hexahydroimidazo[1,5-a]pyrazine-7(1H)-carboxamide). Yield: 85.0%. RXN SMILES: Cl.[C:2]1([C@H:8]2[CH2:10][C@@H:9]2[N:11]2[C:19](=[O:20])[C@@H:14]3[CH2:15][NH:16][CH2:17][CH2:18][N:13]3[C:12]2=[O:21])[CH:7]=[CH:6][CH:5]=[CH:4][CH:3]=1.[C:22]1([N:28]2[C:32]([NH:33][C:34](=O)[O:35]C3C=CC=CC=3)=[CH:31][CH:30]=[N:29]2)[CH:27]=[CH:26][CH:25]=[CH:24][CH:23]=1>C(Cl)Cl>[O:20]=[C:19]1[C@@H:14]2[CH2:15][N:16]([C:34]([NH:33][C:32]3[N:28]([C:22]4[CH:23]=[CH:24][CH:25]=[CH:26][CH:27]=4)[N:29]=[CH:30][CH:31]=3)=[O:35])[CH2:17][CH2:18][N:13]2[C:12](=[O:21])[N:11]1[C@H:9]1[CH2:10][C@@H:8]1[C:2]1[CH:7]=[CH:6][CH:5]=[CH:4][CH:3]=1 |f:0.1|. Reported procedure: Example 4, D2 (1 eq) was dissolved in DCM (0.1M), F3 (1.5 eq) and TEA (1.5 eq) were added and the reaction was stirred at RT 6 h. The reaction was diluted with DCM and washed with water and brine, dried and concentrated under reduced pressure. The crude product was purified by flash chromatography on silica gel eluting with 10-100% EtOAc/petroleum ether to afford the title compound in 85% yield. 1H NMR (400 MHz, DMSO-d6, 300K) δ 8.91 (1H, s), 7.62 (1H, d, J=1.7 Hz), 7.54-7.47 (4H, m), 7.37 (1H, ... The reactants are C(C1=CC=CC=C1)N (benzylamine), BrC=1SC(=C(N1)C)C(=O)O (2-bromo-4-methylthiazole-5-carboxylic acid). Product: C(C1=CC=CC=C1)NC(=O)C1=C(N=C(S1)Br)C (N-benzyl-2-bromo-4-methylthiazole-5-carboxamide). Yield: 60.0%. As a reaction SMILES: [CH2:1]([NH2:8])[C:2]1[CH:7]=[CH:6][CH:5]=[CH:4][CH:3]=1.[Br:9][C:10]1[S:11][C:12]([C:16](O)=[O:17])=[C:13]([CH3:15])[N:14]=1>>[CH2:1]([NH:8][C:16]([C:12]1[S:11][C:10]([Br:9])=[N:14][C:13]=1[CH3:15])=[O:17])[C:2]1[CH:7]=[CH:6][CH:5]=[CH:4][CH:3]=1. Reported procedure: Following the procedure as described in Preparation 7, making variations as required to use benzylamine in place of pyridin-3-ylmethanamine to react with 2-bromo-4-methylthiazole-5-carboxylic acid, the title compound was obtained as a yellow solid in 60% yield: 1H NMR (300 MHz, CDCl3) δ 7.41-7.26 (m, 5H), 5.99 (br s, 1H), 4.56 (d, J=5.7 Hz, 2H), 2.63 (s, 3H); MS (ES+) m/z 311.2 (M+1), 313.2 (M+1). Reactants: CCCCCCCCl, CN1CCCC1=O, [Cl-], Cl[Mg]c1ccccc1, [NH4+], CC(=O)[O-], CC(=O)[O-], C1CCOC1, [Pd+2]. The product is CCCCCCCc1ccccc1. As a reaction SMILES: [CH2:1]([CH2:2][CH2:3][CH2:4][CH2:5][CH2:6][CH3:7])[Cl:8].[CH3:33][N:34]1[CH2:35][CH2:36][CH2:37][C:38]1=[O:39].[Cl-:17].[Cl:9][Mg:10][c:11]1[cH:12][cH:13][cH:14][cH:15][cH:16]1.[NH4+:18].[O-:20][C:21]([CH3:22])=[O:23].[O-:24][C:25]([CH3:26])=[O:27].[O:28]1[CH2:29][CH2:30][CH2:31][CH2:32]1.[Pd+2:19]>>[CH2:1]([CH2:2][CH2:3][CH2:4][CH2:5][CH2:6][CH3:7])[c:11]1[cH:12][cH:13][cH:14][cH:15][cH:16]1.